From a dataset of the Open Reaction Database (ORD), a public repository of structured organic reaction records. describe an organic reaction: reactants, conditions, products, and yield Reactants: I.CSC=1NCC(N1)(C)C (2-methylthio-4,4-dimethyl-2-imidazoline hydroiodide), N(O)=C(C(=O)OCC)C#N (ethyl oximinocyanoacetate), [Na] (sodium), NCC(C)(C)N (1,2-diamino-2-methylpropane), CI (methyl iodide), CI (methyl iodide), ClC1=CC=C(CN)C=C1 (p-chlorobenzylamine). Run in C(=S)=S (carbon disulfide), C(Cl)Cl (methylene chloride), C(C)O (ethanol), O (water), C(C)(=O)O (acetic acid), CCO (EtOH), CCO (EtOH), C(Cl)Cl (methylene chloride). Run at time 10 minute. Product: CC1(NC(NC1)=S)C (4,4-Dimethylimidazoline-2-thione), NC=1N(C=2N(C(C1N=O)=O)CC(N2)(C)C)CC2=CC=C(C=C2)Cl (7-Amino-8-[(4-Chlorophenyl)Methyl]-2,3-Dihydro-2,2-Dimethyl-6-Nitrosoimidazo[1,2-a]-Pyrimidin-5(8H)-One). RXN SMILES: NCC(N)(C)C.CI.I.C[S:11][C:12]1[NH:13][CH2:14][C:15]([CH3:18])([CH3:17])[N:16]=1.[Cl:19][C:20]1[CH:27]=[CH:26][C:23]([CH2:24][NH2:25])=[CH:22][CH:21]=1.[Na].[N:29](=[C:31]([C:37]#[N:38])[C:32](OCC)=[O:33])[OH:30]>O.C(O)(=O)C.CCO.C(Cl)Cl.C(=S)=S>[CH3:17][C:15]1([CH3:18])[CH2:14][NH:13][C:12](=[S:11])[NH:16]1.[NH2:38][C:37]1[N:25]([CH2:24][C:23]2[CH:26]=[CH:27][C:20]([Cl:19])=[CH:21][CH:22]=2)[C:12]2[N:13]([CH2:14][C:15]([CH3:18])([CH3:17])[N:16]=2)[C:32](=[O:33])[C:31]=1[N:29]=[O:30] |f:2.3,^1:27|. Procedure: 4,4-Dimethylimidazoline-2-thione was prepared by adding a solution of 50 g. of 1,2-diamino-2-methylpropane in 35 ml. of methylene chloride dropwise with stirring to a solution of 43 g. of carbon disulfide in 200 ml. of methylene chloride during about 3 hrs. The product formed as a white precipitate immediately on mixing of the two solutions. The solvent was removed by distillation in vacuo and replaced with water, and the mixture was refluxed for 7 hrs. It was concentrated to one-half the origin... Starting materials: O[C@@H]1C(C2CCC=3C4=CC[C@H]([C@H](CC=O)C)[C@]4(CCC3[C@]2(CC1)C)C)(C)C ((20S)-3β-hydroxy-4,4,20-trimethyl-pregna-8,14-dien-21-carbaldehyde), N1CCCCC1 (piperidine), C(C)(=O)O[BH-](OC(C)=O)OC(C)=O.[Na+] (sodium tris(acetoxy)borohydride). Yields the product N1(CCCCC1)CC[C@H](C)[C@H]1CC=C2C=3CC[C@H]4C([C@H](CC[C@]4(C)C3CC[C@]12C)O)(C)C ((20S)-20-[(piperidin-1-yl-)ethyl]-4,4-dimethyl-5α-pregna-8,14-dien-3β-ol). RXN SMILES: [OH:1][C@H:2]1[CH2:23][CH2:22][C@@:21]2([CH3:24])[CH:4]([CH2:5][CH2:6][C:7]3[C:8]4[C@:17]([CH3:25])([CH2:18][CH2:19][C:20]=32)[C@@H:11]([C@@H:12]([CH3:16])[CH2:13][CH:14]=O)[CH2:10][CH:9]=4)[C:3]1([CH3:27])[CH3:26].[NH:28]1[CH2:33][CH2:32][CH2:31][CH2:30][CH2:29]1.C(O[BH-](OC(=O)C)OC(=O)C)(=O)C.[Na+]>>[N:28]1([CH2:14][CH2:13][C@@H:12]([C@@H:11]2[C@:17]3([CH3:25])[C:8]([C:7]4[CH2:6][CH2:5][C@@H:4]5[C@:21]([C:20]=4[CH2:19][CH2:18]3)([CH3:24])[CH2:22][CH2:23][C@H:2]([OH:1])[C:3]5([CH3:27])[CH3:26])=[CH:9][CH2:10]2)[CH3:16])[CH2:33][CH2:32][CH2:31][CH2:30][CH2:29]1 |f:2.3|. Reported procedure: (20S)-3β-hydroxy-4,4,20-trimethyl-pregna-8,14-dien-21-carbaldehyde was treated with piperidine and sodium tris(acetoxy)borohydride as described in Example 9d). (20S)-20-[(piperidin-1-yl-)ethyl]-4,4-dimethyl-5α-pregna-8,14-dien-3β-ol was isolated as a white solid. Starting materials: CC(C#N)(O)C (Acetone cyanohydrin), C(#N)P(OCC)(OCC)=O (diethyl cyanophosphonate), C[Si](C)(C)[N-][Si](C)(C)C.[Na+] (sodium bis(trimethyl-silyl)amide), C(C)(C)(C)OC(N[C@@H]1CCCC2=CC(=CC=C12)C=O)=O ((R)-tert-butyl-6-formyl-1,2,3,4-tetrahydronaphthalen-1-ylcarbamate). Solvent: C1CCOC1 (THF), TBF. Run at temperature 0 celsius, time 30 minute. Product: C(#N)/C=C/C=1C=C2CCC[C@H](C2=CC1)NC(OC(C)(C)C)=O ((R,E)-tert-butyl 6-(2-cyanovinyl)-1,2,3,4-tetrahydronaphthalen-1-ylcarbamate). RXN SMILES: C(P(=O)(OCC)OCC)#N.C[Si]([N-][Si](C)(C)C)(C)C.[Na+].[C:21]([O:25][C:26](=[O:40])[NH:27][C@H:28]1[C:37]2[C:32](=[CH:33][C:34]([CH:38]=O)=[CH:35][CH:36]=2)[CH2:31][CH2:30][CH2:29]1)([CH3:24])([CH3:23])[CH3:22].C[C:42](C)(O)[C:43]#[N:44]>C1COCC1>[C:43](/[CH:42]=[CH:38]/[C:34]1[CH:33]=[C:32]2[C:37](=[CH:36][CH:35]=1)[C@H:28]([NH:27][C:26](=[O:40])[O:25][C:21]([CH3:24])([CH3:23])[CH3:22])[CH2:29][CH2:30][CH2:31]2)#[N:44] |f:1.2|. Procedure details: To a 300 mL flame dry 3-neck round bottom flask was added diethyl cyanophosphonate (14.86 g, 83.89 mmol) and THF (100 mL). After cooled to 0° C., sodium bis(trimethyl-silyl)amide (72.0 mL, 71.90 mmol) was added dropwise via the addition funnel. After stirred for 30 min at 0° C., It was cooled to −78° C. followed by adding (R)-tert-butyl-6-formyl-1,2,3,4-tetrahydronaphthalen-1-ylcarbamate (6.6 g, 23.97 mmol) in TBF (60 mL) dropwise via the addition funnel. It was stirred for 18 h. Acetone cyanohy... The reactants are NC=1N=C2N(N=CC=C2N2CCOCC2)C1C=1C=CC(=NC1)N1CCN(CC1)C(=O)OC(C)(C)C (tert-Butyl 4-(5-(2-amino-8-morpholinoimidazo[1,2-b]pyridazin-3-yl)pyridin-2-yl)piperazine-1-carboxylate), N1=C(C=CC2=CC=CC=C12)C=O (2-quinolinecarbaldehyde). Product: O1CCN(CC1)C=1C=2N(N=CC1)C(=C(N2)NCC2=NC1=CC=CC=C1C=C2)C=2C=CC(=NC2)N2CCN(CC2)C(=O)OC(C)(C)C (tert-Butyl 4-(5-(8-morpholino-2-((quinolin-2-ylmethyl)amino)imidazo[1,2-b]pyridazin-3-yl)pyridin-2-yl)piperazine-1-carboxylate). Reaction SMILES: [NH2:1][C:2]1[N:3]=[C:4]2[C:9]([N:10]3[CH2:15][CH2:14][O:13][CH2:12][CH2:11]3)=[CH:8][CH:7]=[N:6][N:5]2[C:16]=1[C:17]1[CH:18]=[CH:19][C:20]([N:23]2[CH2:28][CH2:27][N:26]([C:29]([O:31][C:32]([CH3:35])([CH3:34])[CH3:33])=[O:30])[CH2:25][CH2:24]2)=[N:21][CH:22]=1.[N:36]1[C:45]2[C:40](=[CH:41][CH:42]=[CH:43][CH:44]=2)[CH:39]=[CH:38][C:37]=1[CH:46]=O>>[O:13]1[CH2:12][CH2:11][N:10]([C:9]2[C:4]3[N:5]([C:16]([C:17]4[CH:18]=[CH:19][C:20]([N:23]5[CH2:24][CH2:25][N:26]([C:29]([O:31][C:32]([CH3:35])([CH3:34])[CH3:33])=[O:30])[CH2:27][CH2:28]5)=[N:21][CH:22]=4)=[C:2]([NH:1][CH2:46][C:37]4[CH:38]=[CH:39][C:40]5[C:45](=[CH:44][CH:43]=[CH:42][CH:41]=5)[N:36]=4)[N:3]=3)[N:6]=[CH:7][CH:8]=2)[CH2:15][CH2:14]1. Procedure details: Using the procedure described in Example 21, Step C, the title compound was prepared from Compound 23b and 2-quinolinecarbaldehyde. 1H-NMR (400 MHz, CDCl3) δ (ppm): 8.66 (d, J=2.2 Hz, 1H), 8.09 (d, J=8.3 Hz, 1H), 7.97-8.07 (m, 2H), 7.89 (d, J=5.6 Hz, 1H), 7.79 (d, J=8.1 Hz, 1H), 7.70 (ddd, J=8.4, 6.9, 1.3 Hz, 1H), 7.46-7.56 (m, 2H), 6.81 (d, J=9.0 Hz, 1H), 6.03 (d, J=5.6 Hz, 1H), 5.30 (t, J=5.3 Hz, 1H), 4.91 (d, J=5.4 Hz, 2H), 3.81 (s, 8H), 3.49-3.69 (m, 8H), 1.50 (s, 9H). Mass Spectrum (LCMS, E...